This data is from the Open Reaction Database (ORD), a public repository of structured organic reaction records. The task is: describe an organic reaction: reactants, conditions, products, and yield The reactants are aldehyde, Cl.NC(=N)N (guanidine hydrochloride), C[O-].[Na+] (sodium methylate), COC1=C2C=CC(=CC2=CC(=C1OC)OC)CC(C#N)=CNC1=CC=CC=C1 (2-(5,6,7-trimethoxy-2-naphthylmethyl)-3-anilinoacrylonitrile), crude product. Run in C(C)O (ethanol). Yields the product Cl.NC1=NC=C(C(=N1)N)CC1=CC2=CC(=C(C(=C2C=C1)OC)OC)OC (2,4-diamino-5-(5,6,7-trimethoxy-2-naphthylmethyl)pyrimidine hydrochloride). Yield: 27.0%. RXN SMILES: [CH3:1][O:2][C:3]1[C:12]([O:13][CH3:14])=[C:11]([O:15][CH3:16])[CH:10]=[C:9]2[C:4]=1[CH:5]=[CH:6][C:7]([CH2:17][C:18](=[CH:21]NC1C=CC=CC=1)[C:19]#[N:20])=[CH:8]2.[ClH:29].[NH2:30][C:31]([NH2:33])=[NH:32].C[O-].[Na+]>C(O)C>[ClH:29].[NH2:32][C:31]1[N:33]=[C:19]([NH2:20])[C:18]([CH2:17][C:7]2[CH:6]=[CH:5][C:4]3[C:9](=[CH:10][C:11]([O:15][CH3:16])=[C:12]([O:13][CH3:14])[C:3]=3[O:2][CH3:1])[CH:8]=2)=[CH:21][N:30]=1 |f:1.2,3.4,6.7|. Procedure details: The aldehyde from above was converted to 2-(5,6,7-trimethoxy-2-naphthylmethyl)-3-anilinoacrylonitrile on a 8 mmol scale in the same manner as Example 5-A. The crude product from this reaction was cyclised with guanidine hydrochloride and sodium methylate in ethanol as in Example 5-B to give the title compound as the free base, 0.74 g (27% yield). This was recrystallised from ethanol plus an equivalent of hydrochloric acid, 0.26 g, mp 252°-254°. Anal. Calcd. for C18H20N4O3HCl: C 57.37; H, 5.62; N... The reactants are COC(=O)Oc1ccc(F)cc1Br, O=[N+]([O-])O, O=S(=O)(O)O. Yields the product COC(=O)Oc1cc([N+](=O)[O-])c(F)cc1Br. As a reaction SMILES: [Br:1][c:2]1[c:3]([O:4][C:5](=[O:6])[O:7][CH3:8])[cH:9][cH:10][c:11]([F:13])[cH:12]1.[OH:14][N+:15]([O-:16])=[O:17].[S:18](=[O:19])(=[O:20])([OH:21])[OH:22]>>[Br:1][c:2]1[c:3]([O:4][C:5](=[O:6])[O:7][CH3:8])[cH:9][c:10]([N+:15](=[O:14])[O-:16])[c:11]([F:13])[cH:12]1. Starting materials: CCCCCCCCCCCCCCCCCCOc1cc(OCCCCC(=O)OC)cc(N(CC(=O)O)CC(=O)O)c1, CO, [Na+], [OH-]. The product is CCCCCCCCCCCCCCCCCCOc1cc(OCCCCC(=O)O)cc(N(CC(=O)O)CC(=O)O)c1. As a reaction SMILES: [C:1](=[O:2])([OH:3])[CH2:4][N:5]([CH2:6][C:7](=[O:8])[OH:9])[c:10]1[cH:11][c:12]([O:25][CH2:26][CH2:27][CH2:28][CH2:29][CH2:30][CH2:31][CH2:32][CH2:33][CH2:34][CH2:35][CH2:36][CH2:37][CH2:38][CH2:39][CH2:40][CH2:41][CH2:42][CH3:43])[cH:13][c:14]([O:16][CH2:17][CH2:18][CH2:19][CH2:20][C:21](=[O:22])[O:23][CH3:24])[cH:15]1.[CH3:46][OH:47].[Na+:45].[OH-:44]>>[C:1](=[O:2])([OH:3])[CH2:4][N:5]([CH2:6][C:7](=[O:8])[OH:9])[c:10]1[cH:11][c:12]([O:25][CH2:26][CH2:27][CH2:28][CH2:29][CH2:30][CH2:31][CH2:32][CH2:33][CH2:34][CH2:35][CH2:36][CH2:37][CH2:38][CH2:39][CH2:40][CH2:41][CH2:42][CH3:43])[cH:13][c:14]([O:16][CH2:17][CH2:18][CH2:19][CH2:20][C:21](=[O:22])[OH:23])[cH:15]1.